This data is from the Open Reaction Database (ORD), a public repository of structured organic reaction records. The task is: describe an organic reaction: reactants, conditions, products, and yield The reactants are C(C)OC(\C=C\C1=NN(C(=C1)C1=CC=C(C=C1)C)C1=CC=C(C=C1)S(N)(=O)=O)=O ((E)-3-[1-(4-Sulfamoyl-phenyl)-5-p-tolyl-1H-pyrazol-3-yl]-acrylic acid ethyl ester). The reagents and catalysts are [Pd] (palladium on carbon). The solvent is CCOC(=O)C (EtOAc). Reaction conditions: time 2 hour. Yields the product C(C)OC(CCC1=NN(C(=C1)C1=CC=C(C=C1)C)C1=CC=C(C=C1)S(N)(=O)=O)=O (3-[1-(4-Sulfamoyl-phenyl)-5-p-tolyl-1H-pyrazol-3-yl]-propionic acid ethyl ester). As a reaction SMILES: [CH2:1]([O:3][C:4](=[O:29])/[CH:5]=[CH:6]/[C:7]1[CH:11]=[C:10]([C:12]2[CH:17]=[CH:16][C:15]([CH3:18])=[CH:14][CH:13]=2)[N:9]([C:19]2[CH:24]=[CH:23][C:22]([S:25](=[O:28])(=[O:27])[NH2:26])=[CH:21][CH:20]=2)[N:8]=1)[CH3:2]>CCOC(C)=O.[Pd]>[CH2:1]([O:3][C:4](=[O:29])[CH2:5][CH2:6][C:7]1[CH:11]=[C:10]([C:12]2[CH:13]=[CH:14][C:15]([CH3:18])=[CH:16][CH:17]=2)[N:9]([C:19]2[CH:20]=[CH:21][C:22]([S:25](=[O:27])(=[O:28])[NH2:26])=[CH:23][CH:24]=2)[N:8]=1)[CH3:2]. Procedure: To a solution of 16c (0.13 g, 0.32 mmol) in 5 mL of EtOAc was added 10% palladium on carbon. The solution was filled with H2 and the reaction mixture was stirred for 2 hours. After the solution was filtered through Celite, the filtrate was concentrated in vacuo. Purification by column chromatography (3:7 EtOAc-haxanes) gave the title compound, 0.11 g (84%) as a white solid. mp 116.5-117.2° C. 1H NMR (300 MHz, CDCl3): δ 7.79 (d, J=9 Hz, 2H), 7.36 (d, J=9 Hz, 2H), 7.17-7.04 (m, 4H), 6.32 (s, 1H), ...